From a dataset of the Open Reaction Database (ORD), a public repository of structured organic reaction records. describe an organic reaction: reactants, conditions, products, and yield Starting materials: NC1=CC=CC(=N1)C(=O)OC (methyl 6-aminopyridine-2-carboxylate), C([O-])([O-])=O.[Na+].[Na+] (sodium carbonate), BrBr (bromine). The solvent is C(C)(=O)O (acetic acid). Reaction conditions: time 7 hour. Yields the product NC1=CC=C(C(=N1)C(=O)OC)Br (methyl 6-amino-3-bromopyridine-2-carboxylate). Yield: 29.3%. As a reaction SMILES: [NH2:1][C:2]1[N:7]=[C:6]([C:8]([O:10][CH3:11])=[O:9])[CH:5]=[CH:4][CH:3]=1.C(=O)([O-])[O-].[Na+].[Na+].[Br:18]Br>C(O)(=O)C>[NH2:1][C:2]1[N:7]=[C:6]([C:8]([O:10][CH3:11])=[O:9])[C:5]([Br:18])=[CH:4][CH:3]=1 |f:1.2.3|. Reported procedure: To a suspension of methyl 6-aminopyridine-2-carboxylate (5.98 g, 39.5 mmol) and sodium carbonate (2.64 g, 24.9 mmol) in acetic acid (150 mL) was added bromine (7.89 g, 49.4 mmol), and the mixture was stirred at room temperature for 7 hr. The solvent was evaporated under reduced pressure, and the residue was diluted with ethyl acetate, and washed with saturated aqueous sodium hydrogen carbonate solution and saturated brine. This was dried over anhydrous sodium sulfate and the solvent was evaporat... The reactants are COC=1C(=CC=CC1)N (o-anisidine), C(C)OC(CC(CCC(=O)OCC)=O)=O (β-ketoadipic acid diethyl ester), C(OCC)(OCC)OCC (triethyl orthoformate). The solvent is C(C)O (ethanol). Run at temperature 20 celsius, time 16 hour. Product: C(C)OC(=O)C(C=NC1=C(C=CC=C1)OC)C(CCC(=O)OCC)=O (o-[2-ethoxycarbonyl-2-(3-ethoxycarbonylpropionyl)-1-ethylideneamino]anisole). The yield is 80.5%. RXN SMILES: [CH3:1][O:2][C:3]1[C:4]([NH2:9])=[CH:5][CH:6]=[CH:7][CH:8]=1.[CH2:10]([O:12][C:13](=[O:24])[CH2:14][C:15](=[O:23])[CH2:16][CH2:17][C:18]([O:20][CH2:21][CH3:22])=[O:19])[CH3:11].[CH:25](OCC)(OCC)OCC>C(O)C>[CH2:10]([O:12][C:13]([CH:14]([C:15](=[O:23])[CH2:16][CH2:17][C:18]([O:20][CH2:21][CH3:22])=[O:19])[CH:25]=[N:9][C:4]1[CH:5]=[CH:6][CH:7]=[CH:8][C:3]=1[O:2][CH3:1])=[O:24])[CH3:11]. Reported procedure: A mixture consisting of 5.0 g (0.041 mole) of o-anisidine (available from the Aldrich Chemical Company, Inc. of Milwaukee, Wis.), 8.86 g (0.041 mole) of β-ketoadipic acid diethyl ester (available from Sigma Chemical Company of St. Louis, Mo.) and 6.07 g (0.041 mole) of triethyl orthoformate (also available from Aldrich) was placed in an open reaction flask and heated to 140° C. for a period of three hours, at which point no further amount of ethanol by-product formation could be observed to evol... The reactants are C([O-])([O-])=O.[Na+].[Na+] (sodium carbonate), ClC1=CC(=C(C=C1)OC)I (4-chloro-2-iodoanisole), ClC1=NC=CC(=C1)B(O)O (2-chloropyridine-4-boronic acid). The reagents and catalysts are C1([P]([Pd][P](C2=CC=CC=C2)(C3=CC=CC=C3)C4=CC=CC=C4)(C5=CC=CC=C5)C6=CC=CC=C6)=CC=CC=C1 (bis(triphenylphosphine)palladium). The solvent is COCCOC (ethylene glycol dimethyl ether). Run at temperature 50 celsius, time 5 hour. Product: ClC1=NC=CC(=C1)C1=C(C=CC(=C1)Cl)OC (2-Chloro-4-(5-chloro-2-methoxyphenyl)pyridine), solid. As a reaction SMILES: C(=O)([O-])[O-].[Na+].[Na+].[Cl:7][C:8]1[CH:13]=[CH:12][C:11]([O:14][CH3:15])=[C:10](I)[CH:9]=1.[Cl:17][C:18]1[CH:23]=[C:22](B(O)O)[CH:21]=[CH:20][N:19]=1>C1(C=CC=CC=1)[P](C1C=CC=CC=1)(C1C=CC=CC=1)[Pd][P](C1C=CC=CC=1)(C1C=CC=CC=1)C1C=CC=CC=1.COCCOC>[Cl:17][C:18]1[CH:23]=[C:22]([C:10]2[CH:9]=[C:8]([Cl:7])[CH:13]=[CH:12][C:11]=2[O:14][CH3:15])[CH:21]=[CH:20][N:19]=1 |f:0.1.2,^1:32,46|. Reported procedure: To a nitrogen purged aqueous solution of sodium carbonate (2M, 14 mL) and ethylene glycol dimethyl ether (25 mL) was added 4-chloro-2-iodoanisole (2.50 g, 0.00931 mol), 2-chloropyridine-4-boronic acid (1.61 g, 0.0102 mol) and bis(triphenylphosphine)palladium (II) dichloride (327 mg, 0.00047 mol). The reaction mixture was warmed to 50° C. and stirred for 5 hours. Following LCMS analysis the reaction was warmed to 75° C. and stirred for 5 hours before cooling to room temperature. The reaction was ... Starting materials: C(C=C)OC1=C(C(=CC=C1)[N+](=O)[O-])NCCCC (1-allyloxy-2-butylamino-3-nitrobenzene), O.NN (hydrazine hydrate). Reagents/catalysts: [Ni] (Raney nickel). Run in O1CCCC1 (tetrahydrofurane), O1CCCC1 (tetrahydrofuran). Product: C(C=C)OC1=C(C(=CC=C1)N)NCCCC (1-allyloxy-2-butylamino-3-aminobenzene). RXN SMILES: [CH2:1]([O:4][C:5]1[CH:10]=[CH:9][CH:8]=[C:7]([N+:11]([O-])=O)[C:6]=1[NH:14][CH2:15][CH2:16][CH2:17][CH3:18])[CH:2]=[CH2:3].O.NN>[Ni].O1CCCC1>[CH2:1]([O:4][C:5]1[CH:10]=[CH:9][CH:8]=[C:7]([NH2:11])[C:6]=1[NH:14][CH2:15][CH2:16][CH2:17][CH3:18])[CH:2]=[CH2:3] |f:1.2|. Reported procedure: A suspension of 0.5 g of Raney nickel in 50 ml of tetrahydrofuran is warmed to 50°, whilst stirring, and a solution of 10.0 g of 1-allyloxy-2-butylamino-3-nitrobenzene and 10 ml of hydrazine hydrate in 100 ml of tetrahydrofurane is added dropwise in the course of 40 minutes. The reaction mixture is then heated to the boil for 1 hour, whilst stirring and under reflux. After cooling, the catalyst is filtered off, the filtrate is evaporated under reduced pressure and the oily residue is subjected t... The reactants are C#CCNC(=O)NC1CCC(=O)c2sccc21, Cl, NO. Yields the product C#CCNC(=O)NC1CCC(=NO)c2sccc21. RXN SMILES: [CH2:1]([C:2]#[CH:3])[NH:4][C:5](=[O:6])[NH:7][CH:8]1[CH2:9][CH2:10][C:11](=[O:17])[c:12]2[s:13][cH:14][cH:15][c:16]21.[ClH:20].[NH2:18][OH:19]>>[CH2:1]([C:2]#[CH:3])[NH:4][C:5](=[O:6])[NH:7][CH:8]1[CH2:9][CH2:10][C:11](=[N:18][OH:19])[c:12]2[s:13][cH:14][cH:15][c:16]21. Starting materials: N#CBr (cyanogen bromide), N[C@H](CO)CCC1=CC(=NC2=CC=CC=C12)N1CC2=C(CCC1)C=CC=C2 ((2S)-2-amino-4-[2-(1,3,4,5-tetrahydro-2H-2-benzazepin-2-yl)quinolin-4-yl]butan-1-ol), C(C)(=O)[O-].[K+] (potassium acetate), O (water). Run in CO (methanol), CO (methanol). Run at time 24 hour. Yields the product C1N(CCCC2=C1C=CC=C2)C2=NC1=CC=CC=C1C(=C2)CC[C@@H]2N=C(OC2)N ((4S)-4-{2-[2-(1,3,4,5-Tetrahydro-2H-2-benzazepin-2-yl)quinolin-4-yl]ethyl}-4,5-dihydro-1,3-oxazol-2-amine). Yield: 34.5%. As a reaction SMILES: [NH2:1][C@@H:2]([CH2:5][CH2:6][C:7]1[C:16]2[C:11](=[CH:12][CH:13]=[CH:14][CH:15]=2)[N:10]=[C:9]([N:17]2[CH2:23][CH2:22][CH2:21][C:20]3[CH:24]=[CH:25][CH:26]=[CH:27][C:19]=3[CH2:18]2)[CH:8]=1)[CH2:3][OH:4].C([O-])(=O)C.[K+].O.[N:34]#[C:35]Br>CO>[CH2:18]1[C:19]2[CH:27]=[CH:26][CH:25]=[CH:24][C:20]=2[CH2:21][CH2:22][CH2:23][N:17]1[C:9]1[CH:8]=[C:7]([CH2:6][CH2:5][C@H:2]2[CH2:3][O:4][C:35]([NH2:34])=[N:1]2)[C:16]2[C:11](=[CH:12][CH:13]=[CH:14][CH:15]=2)[N:10]=1 |f:1.2|. Procedure details: To the stirred mixture of (2S)-2-amino-4-[2-(1,3,4,5-tetrahydro-2H-2-benzazepin-2-yl)quinolin-4-yl]butan-1-ol (110 mg, 0.3 mmol), potassium acetate (90 mg, 0.91 mmol), methanol (8 mL) and water (2 mL) was added a solution of cyanogen bromide (32.3 mg, 0.3 mmol) in cold methanol (2 mL) at 0° C. After the addition, the resulting mixture was stirred at room temperature for 24 hours. The solvent was removed under reduced pressure to give a residue which was purified by preparative HPLC to give 40 mg... The reactants are CCOC(=O)C1CCCC1NCCC1CC1, CS(=O)(=O)Nc1ccc2c(c1)S(=O)(=O)N=C(CC(=O)O)N2, CCN=C=NCCCN(C)C, CN(C)C=O, CN(C)c1ccncc1, CCOC(C)=O, Cl, Cl. The product is CCOC(=O)C1CCCC1N(CCC1CC1)C(=O)CC1=NS(=O)(=O)c2cc(NS(C)(=O)=O)ccc2N1. As a reaction SMILES: [CH2:1]([CH3:2])[O:3][C:4](=[O:5])[CH:6]1[CH:7]([NH:11][CH2:12][CH2:13][CH:14]2[CH2:15][CH2:16]2)[CH2:8][CH2:9][CH2:10]1.[CH3:17][S:18](=[O:19])(=[O:20])[NH:21][c:22]1[cH:23][c:24]2[c:25]([cH:36][cH:37]1)[NH:26][C:27]([CH2:32][C:33](=[O:34])[OH:35])=[N:28][S:29]2(=[O:30])=[O:31].[CH3:39][N:40]([CH3:41])[CH2:42][CH2:43][CH2:44][N:45]=[C:46]=[N:47][CH2:48][CH3:49].[CH3:51][N:52]([CH3:53])[CH:54]=[O:55].[CH3:56][N:57]([CH3:58])[c:59]1[cH:60][cH:61][n:62][cH:63][cH:64]1.[CH3:65][CH2:66][O:67][C:68](=[O:69])[CH3:70].[ClH:38].[ClH:50]>>[CH2:1]([CH3:2])[O:3][C:4](=[O:5])[CH:6]1[CH:7]([N:11]([CH2:12][CH2:13][CH:14]2[CH2:15][CH2:16]2)[C:33]([CH2:32][C:27]2=[N:28][S:29](=[O:30])(=[O:31])[c:24]3[cH:23][c:22]([NH:21][S:18]([CH3:17])(=[O:19])=[O:20])[cH:37][cH:36][c:25]3[NH:26]2)=[O:34])[CH2:8][CH2:9][CH2:10]1. Starting materials: Cl.C(C)N=C=NCCCN(C)C (1-Ethyl-3-(3-dimethylaminopropyl)carbodiimide hydrochloride), C(C)N (ethylamine), C(C)(C)(C)OC(=O)N[C@H]([C@@H](C(=O)O)O)CC1=CC=CC=C1 ((5)(3S)-3-(tert-Butoxycarbonylamino)-2-hydroxy-4-phenylbutanoic acid), ON1N=NC2=C1C=CC=C2 (1-hydroxybenzotriazole). Run in CN(C)C=O (DMF), CCOC(=O)C (EtOAc). Run at time 18 hour. Yields the product CC(C)(C)OC(N[C@H](C(C(=O)NCC)O)CC1=CC=CC=C1)=O (((1S)-1-benzyl-3-ethylamino-2-hydroxy-3-oxo-propyl)carbamic acid 1,1-dimethylethyl ester). Isolated yield 85.7%. As a reaction SMILES: [C:1]([O:5][C:6]([NH:8][C@@H:9]([CH2:15][C:16]1[CH:21]=[CH:20][CH:19]=[CH:18][CH:17]=1)[C@H:10]([OH:14])[C:11]([OH:13])=O)=[O:7])([CH3:4])([CH3:3])[CH3:2].O[N:23]1[C:27]2C=CC=C[C:26]=2N=N1.Cl.C(N=C=NCCCN(C)C)C.C(N)C>CN(C=O)C.CCOC(C)=O>[CH3:4][C:1]([O:5][C:6](=[O:7])[NH:8][C@@H:9]([CH2:15][C:16]1[CH:21]=[CH:20][CH:19]=[CH:18][CH:17]=1)[CH:10]([OH:14])[C:11]([NH:23][CH2:27][CH3:26])=[O:13])([CH3:2])[CH3:3] |f:2.3|. Procedure details: (5)(3S)-3-(tert-Butoxycarbonylamino)-2-hydroxy-4-phenylbutanoic acid (6.3 g, 21 mmol) and 1-hydroxybenzotriazole (HOBt) (3.0 g, 22.4 mmol) were dissolved in DMF (45 mL) and cooled in an ice bath. 1-Ethyl-3-(3-dimethylaminopropyl)carbodiimide hydrochloride (EDC) (4.6 g, 24 mmol) was added, followed by aqueous ethylamine solution (3.0 mL). The solution was stirred for 18 hours. The solution was diluted into EtOAc (200 mL) and washed with 1M HCl, saturated aqueous NaHCO3, and saturated aqueous NaCl...